Dataset: the Open Reaction Database (ORD), a public repository of structured organic reaction records. Task: describe an organic reaction: reactants, conditions, products, and yield Starting materials: C(C)OC(=O)N1CCN(CC1)C1=CC2=C(OC3=C1C=C(C=C3)C)C=CC(=C2)C (4-[2,8-dimethyl-dibenz[b,f]oxepin-10-yl]-1-piperazinecarboxylic acid ethyl ester), [BH4-].[Na+] (sodium borohydride). The solvent is C(C)(=O)O (acetic acid). Yields the product C(C)OC(=O)N1CCN(CC1)C1CC2=C(OC3=C1C=C(C=C3)C)C=CC(=C2)C (4-[10,11-dihydro-2,8-dimethyldibenz[b,f]oxepin-10-yl]-1-piperazinecarboxylic acid ethyl ester). RXN SMILES: [CH2:1]([O:3][C:4]([N:6]1[CH2:11][CH2:10][N:9]([C:12]2[C:18]3[CH:19]=[C:20]([CH3:23])[CH:21]=[CH:22][C:17]=3[O:16][C:15]3[CH:24]=[CH:25][C:26]([CH3:28])=[CH:27][C:14]=3[CH:13]=2)[CH2:8][CH2:7]1)=[O:5])[CH3:2].[BH4-].[Na+]>C(O)(=O)C>[CH2:1]([O:3][C:4]([N:6]1[CH2:7][CH2:8][N:9]([CH:12]2[C:18]3[CH:19]=[C:20]([CH3:23])[CH:21]=[CH:22][C:17]=3[O:16][C:15]3[CH:24]=[CH:25][C:26]([CH3:28])=[CH:27][C:14]=3[CH2:13]2)[CH2:10][CH2:11]1)=[O:5])[CH3:2] |f:1.2|. Procedure details: 48.6 G. of 4-[2,8-dimethyl-dibenz[b,f]oxepin-10-yl]-1-piperazinecarboxylic acid ethyl ester are dissolved in 750 ml. of glacial acetic acid. 18.9 G. of sodium borohydride are added in small portions within 20 minutes with stirring and cooling in such a manner that the temperature does not exceed 25° C. The mixture is stirred for an additional 30 minutes at 25° C. and then the glacial acetic acid is removed by distillation in vacuo. The residue is partitioned between chloroform and aqueous sodium... Reactants: CC(=O)n1c2ccccc2c2[nH]c(=O)c3nccn3c21, CN(C)C=O. Product: O=c1[nH]c2c3ccccc3[nH]c2n2ccnc12. Reaction SMILES: [C:1](=[O:2])([CH3:3])[n:4]1[c:5]2[cH:6][cH:7][cH:8][cH:9][c:10]2[c:11]2[nH:12][c:13](=[O:20])[c:14]3[n:15]([c:16]12)[cH:17][cH:18][n:19]3.[CH3:21][N:22]([CH3:23])[CH:24]=[O:25]>>[nH:4]1[c:5]2[cH:6][cH:7][cH:8][cH:9][c:10]2[c:11]2[nH:12][c:13](=[O:20])[c:14]3[n:15]([c:16]12)[cH:17][cH:18][n:19]3. Reactants: solution, Grignard reagent, ClC\C=C(\CC\C=C(\CCC=C(C)C)/C)/C ((E,E)-1-Chloro-3,7,11-trimethyl-2,6,10-dodecatriene), O1CCCC1 (tetrahydrofuran), O1CCCC1 (tetrahydrofuran). Solvent: C(C)OCC (diethyl ether), CN(P(=O)(N(C)C)N(C)C)C (hexamethylphosphoramide). Run at time 1 hour. The product is impure material, C\C(=C/CCCCO)\CC\C=C(\CCC=C(C)C)/C ((E,E)-6,10,14-Trimethyl-5,9,13-pentadecatrien-1-ol). RXN SMILES: Cl[CH2:2]/[CH:3]=[C:4](\[CH3:16])/[CH2:5][CH2:6]/[CH:7]=[C:8](\[CH3:15])/[CH2:9][CH2:10][CH:11]=[C:12]([CH3:14])[CH3:13].[O:17]1C[CH2:20][CH2:19][CH2:18]1>CN(C)P(N(C)C)(N(C)C)=O.C(OCC)C>[CH3:16]/[C:4](/[CH2:5][CH2:6]/[CH:7]=[C:8](\[CH3:15])/[CH2:9][CH2:10][CH:11]=[C:12]([CH3:14])[CH3:13])=[CH:3]\[CH2:2][CH2:20][CH2:19][CH2:18][OH:17]. Procedure details: A solution of 37.5 mL (20.3 mmol, 5.1 eq.) of a 0.54M solution of Grignard reagent (Part (2)) in tetrahydrofuran and 9 mL of hexamethylphosphoramide at room temperature under argon was treated over 10 minutes with a solution of 955.5 mg (3.97 mmol) of (E,E)-farnesyl chloride (Part (1)) in 5 mL of tetrahydrofuran. After one hour, the reaction mixture was diluted with a mixture of 1:1 diethyl ether:hexane and quenched with 1M HCl. The organic phase was washed with three 25 mL portions of saturated... The reactants are C=C, c1c(ccc(c1)S(=O)(=O)NOC(C(C)(C)C)=O)Br. Reagents/catalysts: c1ccc(cc1)-c2c3ccccc3cc4ccccc24 (9-Phenylanthracene), [O-]P(=O)([O-])[O-].[K+].[K+].[K+] (K3PO4), C1(C(C(C(C1C)C)C)C)C.C1(C(C(C(C1C)C)C)C)C.[Rh](Cl)Cl.[Rh](Cl)Cl ([Cp*RhCl2]2). Run in CC1=CC=CC=C1 (Toluene). Conditions: temperature 25 celsius, time 18 hour. Yields the product CC1NS(=O)(=O)c2ccc(Br)cc12. Reaction SMILES: [CH3:1][C:2](C(O[NH:3][S:4]([c:7]1[cH:13][cH:12][c:10]([Br:11])[cH:9][cH:8]1)(=[O:6])=[O:5])=O)(C)C.C=C>>[CH3:1][CH:2]1[c:13]([c:7]2[S:4](=[O:6])(=[O:5])[NH:3]1)[cH:12][c:10]([Br:11])[cH:9][cH:8]2.